This data is from the Open Reaction Database (ORD), a public repository of structured organic reaction records. The task is: describe an organic reaction: reactants, conditions, products, and yield The reactants are FC1=CC=2NC3=CC=C(C=C3C2C=C1)F (2,6-difluoro-9H-carbazole), [OH-].[K+] (potassium hydroxide), C(Br)C1CO1 (Epibromohydrin). The solvent is CN(C=O)C (N,N-dimethylformamide). Reaction conditions: time 1 hour. The product is FC1=CC=2N(C3=CC=C(C=C3C2C=C1)F)CC1OC1 (2,6-Difluoro-9-(oxiran-2-ylmethyl)-9H-carbazole). The yield is 92.2%. As a reaction SMILES: [F:1][C:2]1[CH:14]=[CH:13][C:12]2[C:11]3[C:6](=[CH:7][CH:8]=[C:9]([F:15])[CH:10]=3)[NH:5][C:4]=2[CH:3]=1.[OH-].[K+].[CH2:18]([CH:20]1[O:22][CH2:21]1)Br>CN(C)C=O>[F:1][C:2]1[CH:14]=[CH:13][C:12]2[C:11]3[C:6](=[CH:7][CH:8]=[C:9]([F:15])[CH:10]=3)[N:5]([CH2:18][CH:20]3[CH2:21][O:22]3)[C:4]=2[CH:3]=1 |f:1.2|. Reported procedure: To a stirred solution of 2,6-difluoro-9H-carbazole (0.460 g, 2.3 mmol) in N,N-dimethylformamide (5 mL) at 0° C. was added 85% potassium hydroxide (0.179 g, 2.7 mmol) and the mixture was stirred for 1 hr. Epibromohydrin (0.375 mL, 4.5 mmol) was added and the mixture was slowly warmed to room temperature and stirred for 16 hrs. The mixture was partitioned between water and ethyl acetate. The organic layer was washed with saturated aqueous sodium chloride, dried (anhydrous sodium sulfate), filtered... The reactants are C(C1=CC=CC=C1)N1C2C(N(C(C1=O)CC2)CC2=CC=CC=C2)=O (2,5-dibenzyl-2,5-diazabicyclo[2.2.2]octane-3,6-dione), C(C1=CC=CC=C1)N1C2CN(CC1CC2)C (8-benzyl-3-methyl-3,8-diazabicyclo[3.2.1]octane). Product: C(C1=CC=CC=C1)N1C2CN(C(C1)CC2)CC2=CC=CC=C2 (2,5-dibenzyl-2,5-diazabicyclo[2.2.2]octane). Isolated yield 88.2%. Reaction SMILES: [CH2:1]([N:8]1[C:13](=O)[CH:12]2[CH2:15][CH2:16][CH:9]1[C:10](=O)[N:11]2[CH2:17][C:18]1[CH:23]=[CH:22][CH:21]=[CH:20][CH:19]=1)[C:2]1[CH:7]=[CH:6][CH:5]=[CH:4][CH:3]=1.C(N1C2CCC1CN(C)C2)C1C=CC=CC=1>>[CH2:1]([N:8]1[CH2:13][CH:12]2[CH2:15][CH2:16][CH:9]1[CH2:10][N:11]2[CH2:17][C:18]1[CH:23]=[CH:22][CH:21]=[CH:20][CH:19]=1)[C:2]1[CH:3]=[CH:4][CH:5]=[CH:6][CH:7]=1. Reported procedure: Reduction of 6.1 g (0.019 mole) of 2,5-dibenzyl-2,5-diazabicyclo[2.2.2]octane-3,6-dione by the procedure employed to prepare 8-benzyl-3-methyl-3,8-diazabicyclo[3.2.1]octane as related under Example 5 gave 4.9 g (88%) of 2,5-dibenzyl-2,5-diazabicyclo[2.2.2]octane as a colorless oil. Reactants: BrCCCN1C2=NC(=NC(=C2N=C1OC)N)OCCCC (9-(3-Bromopropyl)-2-butoxy-8-methoxy-9H-purin-6-amine), Cl (hydrogen chloride). The solvent is CO (methanol), O1CCOCC1 (dioxane). Conditions: time 6 hour. Product: NC1=C2NC(N(C2=NC(=N1)OCCCC)CCCBr)=O (6-Amino-9-(3-bromopropyl)-2-butoxy-7,9-dihydro-8H-purin-8-one). As a reaction SMILES: [Br:1][CH2:2][CH2:3][CH2:4][N:5]1[C:13]([O:14]C)=[N:12][C:11]2[C:6]1=[N:7][C:8]([O:17][CH2:18][CH2:19][CH2:20][CH3:21])=[N:9][C:10]=2[NH2:16].Cl>CO.O1CCOCC1>[NH2:16][C:10]1[N:9]=[C:8]([O:17][CH2:18][CH2:19][CH2:20][CH3:21])[N:7]=[C:6]2[C:11]=1[NH:12][C:13](=[O:14])[N:5]2[CH2:4][CH2:3][CH2:2][Br:1]. Procedure details: The product of step (vi) (35.8 g) was dissolved in methanol (400 ml) and treated with 4M hydrogen chloride in dioxane (100 ml). The mixture was stirred at ambient temperature for 6 hours and concentrated in vacuo. Dichloromethane (500 ml) was added and concentrated in vacuo, which afforded a foam that was taken onto the next step without further purification. Yield 38 g. The product is NC=1C=C(OC2=C(C(=CC(=C2)F)NC2=C(C=C(C=C2)I)F)NS(=O)(=O)C2CC2)C=CC1 (N-{2-(3-aminophenoxy)-4-fluoro-6-[(2-fluoro-4-iodophenyl)amino]phenyl}cyclopropanesulfonamide). Solvent: C(Cl)Cl (DCM). Yield: 77.3%. Starting materials: C(=O)(C(F)(F)F)O (TFA), C(C)(C)(C)OC(NC1=CC(=CC=C1)OC1=C(C(=CC(=C1)F)NC1=C(C=C(C=C1)I)F)NS(=O)(=O)C1CC1)=O (tert-butyl(3-{2-[(cyclopropylsulfonyl)amino]-5-fluoro-3-[(2-fluoro-4-iodophenyl)amino]phenoxy}phenyl)carbamate), [OH-].[Na+] (Sodium hydroxide). Procedure details: 1.19 g of tert-butyl(3-{2-[(cyclopropylsulfonyl)amino]-5-fluoro-3-[(2-fluoro-4-iodophenyl)amino]phenoxy}phenyl)carbamate (1.8 mmol, 1 eq.) were dissolved in 15 mL DCM, treated with 2 mL TFA and stirred at rt for 6 h. The reaction mixture was cooled to 0° C. and adjusted with 1N Sodium hydroxide to pH 10. The layers were separated, the aqueous layer was reextracted with DCM. The combined organic layers were dried, filtered and concentrated in vacuo to yield 776 mg of the crude product (77% yield)... As a reaction SMILES: C(OC(=O)[NH:7][C:8]1[CH:13]=[CH:12][CH:11]=[C:10]([O:14][C:15]2[CH:20]=[C:19]([F:21])[CH:18]=[C:17]([NH:22][C:23]3[CH:28]=[CH:27][C:26]([I:29])=[CH:25][C:24]=3[F:30])[C:16]=2[NH:31][S:32]([CH:35]2[CH2:37][CH2:36]2)(=[O:34])=[O:33])[CH:9]=1)(C)(C)C.C(O)(C(F)(F)F)=O.[OH-].[Na+]>C(Cl)Cl>[NH2:7][C:8]1[CH:9]=[C:10]([CH:11]=[CH:12][CH:13]=1)[O:14][C:15]1[CH:20]=[C:19]([F:21])[CH:18]=[C:17]([NH:22][C:23]2[CH:28]=[CH:27][C:26]([I:29])=[CH:25][C:24]=2[F:30])[C:16]=1[NH:31][S:32]([CH:35]1[CH2:36][CH2:37]1)(=[O:33])=[O:34] |f:2.3|. Run at time 6 hour.